From a dataset of the Open Reaction Database (ORD), a public repository of structured organic reaction records. describe an organic reaction: reactants, conditions, products, and yield Reaction SMILES: [C:19]([CH3:20])([CH3:21])([CH3:22])[O:23][C:24]([N:25]([CH:26]1[CH2:27][CH2:28][NH:29][CH2:30][CH2:31]1)[CH2:32][c:33]1[cH:34][c:35]2[c:36]([cH:41][cH:42]1)[O:37][CH2:38][CH2:39][O:40]2)=[O:43].[C:44]([O:45][BH-:46]([O:47][C:48](=[O:49])[CH3:50])[O:51][C:52](=[O:53])[CH3:54])(=[O:55])[CH3:56].[C:58](=[O:59])([O-:60])[OH:61].[CH3:63][C:64](=[O:65])[OH:66].[CH:67]([Cl:68])([Cl:69])[Cl:70].[Na+:57].[Na+:62].[O:1]=[c:2]1[n:3]([CH2:16][CH:17]=[O:18])[c:4]2[cH:5][cH:6][cH:7][c:8]([C:12](=[O:13])[O:14][CH3:15])[c:9]2[cH:10][cH:11]1>>[O:1]=[c:2]1[n:3]([CH2:16][CH2:17][N:29]2[CH2:28][CH2:27][CH:26]([N:25]([C:24]([O:23][C:19]([CH3:20])([CH3:21])[CH3:22])=[O:43])[CH2:32][c:33]3[cH:34][c:35]4[c:36]([cH:41][cH:42]3)[O:37][CH2:38][CH2:39][O:40]4)[CH2:31][CH2:30]2)[c:4]2[cH:5][cH:6][cH:7][c:8]([C:12](=[O:13])[O:14][CH3:15])[c:9]2[cH:10][cH:11]1. Reactants: CC(C)(C)OC(=O)N(Cc1ccc2c(c1)OCCO2)C1CCNCC1, CC(=O)O[BH-](OC(C)=O)OC(C)=O, O=C([O-])O, CC(=O)O, ClC(Cl)Cl, [Na+], [Na+], COC(=O)c1cccc2c1ccc(=O)n2CC=O. The product is COC(=O)c1cccc2c1ccc(=O)n2CCN1CCC(N(Cc2ccc3c(c2)OCCO3)C(=O)OC(C)(C)C)CC1. Starting materials: O=C1NCCc2cc(Br)sc21, CN(C)C=O, CO, [Na+], [Na+], O=C([O-])[O-], O, OB(O)c1ccc(F)cc1, [Pd], c1ccc(P(c2ccccc2)c2ccccc2)cc1, c1ccc(P(c2ccccc2)c2ccccc2)cc1, c1ccc(P(c2ccccc2)c2ccccc2)cc1, c1ccc(P(c2ccccc2)c2ccccc2)cc1. Yields the product O=C1NCCc2cc(-c3ccc(F)cc3)sc21. Reaction SMILES: [Br:1][c:2]1[cH:3][c:4]2[c:5]([s:11]1)[C:6](=[O:10])[NH:7][CH2:8][CH2:9]2.[CH3:28][N:29]([CH3:30])[CH:31]=[O:32].[CH3:33][OH:34].[Na+:22].[Na+:23].[O-:24][C:25](=[O:26])[O-:27].[OH2:35].[OH:12][B:13]([OH:14])[c:15]1[cH:16][cH:17][c:18]([F:19])[cH:20][cH:21]1.[Pd:36].[c:37]1([P:38]([c:39]2[cH:40][cH:41][cH:42][cH:43][cH:44]2)[c:45]2[cH:46][cH:47][cH:48][cH:49][cH:50]2)[cH:51][cH:52][cH:53][cH:54][cH:55]1.[c:56]1([P:57]([c:58]2[cH:59][cH:60][cH:61][cH:62][cH:63]2)[c:64]2[cH:65][cH:66][cH:67][cH:68][cH:69]2)[cH:70][cH:71][cH:72][cH:73][cH:74]1.[c:75]1([P:76]([c:77]2[cH:78][cH:79][cH:80][cH:81][cH:82]2)[c:83]2[cH:84][cH:85][cH:86][cH:87][cH:88]2)[cH:89][cH:90][cH:91][cH:92][cH:93]1.[c:94]1([P:95]([c:96]2[cH:97][cH:98][cH:99][cH:100][cH:101]2)[c:102]2[cH:103][cH:104][cH:105][cH:106][cH:107]2)[cH:108][cH:109][cH:110][cH:111][cH:112]1>>[c:2]1(-[c:15]2[cH:16][cH:17][c:18]([F:19])[cH:20][cH:21]2)[cH:3][c:4]2[c:5]([s:11]1)[C:6](=[O:10])[NH:7][CH2:8][CH2:9]2. Reactants: COC(=O)C(OCc1ccccc1)C(C)C1CC1, CC(=O)O, CO. Product: COC(=O)C(O)C(C)C1CC1. Reaction SMILES: [CH2:1]([c:2]1[cH:3][cH:4][cH:5][cH:6][cH:7]1)[O:8][CH:9]([C:10](=[O:11])[O:12][CH3:13])[CH:14]([CH3:15])[CH:16]1[CH2:17][CH2:18]1.[CH3:19][C:20](=[O:21])[OH:22].[CH3:23][OH:24]>>[OH:8][CH:9]([C:10](=[O:11])[O:12][CH3:13])[CH:14]([CH3:15])[CH:16]1[CH2:17][CH2:18]1.